Dataset: the Open Reaction Database (ORD), a public repository of structured organic reaction records. Task: describe an organic reaction: reactants, conditions, products, and yield Reactants: Cl (hydrochloric acid), O[C@@H](C(C)C)C1=C(C=CC=C1)[C@H](C(C)C)O ((S)-1-[2-((S)-1-Hydroxy-2-methylpropyl)phenyl]-2-methyl-propan-1-ol), N1=CC=CC=C1 (pyridine), C1(=CC=CC=C1)P(=O)(Cl)Cl (phenyl phosphonic acid dichloride). Run in CC(C)(C)OC (TBME). Run at time 90 minute. Product: C(C)(C)[C@@H]1OP(O[C@H](C2=C1C=CC=C2)C(C)C)(C2=CC=CC=C2)=O ((1S,5S)-1,5-Diisopropyl-3-phenyl-1,5-dihydro-benzo[e][1,3,2]dioxa-phosphepine 3-oxide). As a reaction SMILES: [OH:1][C@H:2]([C:6]1[CH:11]=[CH:10][CH:9]=[CH:8][C:7]=1[C@@H:12]([OH:16])[CH:13]([CH3:15])[CH3:14])[CH:3]([CH3:5])[CH3:4].N1C=CC=CC=1.[C:23]1([P:29](Cl)(Cl)=[O:30])[CH:28]=[CH:27][CH:26]=[CH:25][CH:24]=1.Cl>CC(OC)(C)C>[CH:3]([C@H:2]1[C:6]2[CH:11]=[CH:10][CH:9]=[CH:8][C:7]=2[C@H:12]([CH:13]([CH3:15])[CH3:14])[O:16][P:29](=[O:30])([C:23]2[CH:28]=[CH:27][CH:26]=[CH:25][CH:24]=2)[O:1]1)([CH3:5])[CH3:4]. Procedure: A solution of (S)-1-[2-((S)-1-Hydroxy-2-methylpropyl)phenyl]-2-methyl-propan-1-ol (1.0 g, 4.9 mmol) in pyridine (1.16 g 14.7 mmol) was cooled with an ice-bath. To this mixture was then added drop wise phenyl phosphonic acid dichloride (0.96 g, 4.9 mmol). After stirring for 90 minutes the reaction was complete by 31P-NMR. To the mixture was then added TBME (ca. 20 ml) and hydrochloric acid (ca. 5 ml 4N-solution). The organic layer was separated, dried (Na2SO4), and removal of the solvent left the... Starting materials: COC1=CC(=C(C(=C1)C)S(=O)(=O)N(CC=1OC(=NN1)C(=O)N1CCNCC1)C)C (4-methoxy-N,2,6-trimethyl-N-{[5-(piperazin-1-ylcarbonyl)-1,3,4-oxadiazol-2-yl]methyl}benzenesulfonamide), N1=CC(=CC2=CC=CC=C12)C=O (quinoline-3-carbaldehyde), ClCCCl (DCE). Product: COC1=CC(=C(C(=C1)C)S(=O)(=O)N(CC=1OC(=NN1)C(=O)N1CCN(CC1)CC=1C=NC2=CC=CC=C2C1)C)C (4-Methoxy-N,2,6-trimethyl-N-[(5-{[4-(quinolin-3-ylmethyl)piperazin-1-yl]carbonyl}-1,3,4-oxadiazol-2-yl)methyl]benzenesulfonamide). As a reaction SMILES: [CH3:1][O:2][C:3]1[CH:8]=[C:7]([CH3:9])[C:6]([S:10]([N:13]([CH3:28])[CH2:14][C:15]2[O:16][C:17]([C:20]([N:22]3[CH2:27][CH2:26][NH:25][CH2:24][CH2:23]3)=[O:21])=[N:18][N:19]=2)(=[O:12])=[O:11])=[C:5]([CH3:29])[CH:4]=1.[N:30]1[C:39]2[C:34](=[CH:35][CH:36]=[CH:37][CH:38]=2)[CH:33]=[C:32]([CH:40]=O)[CH:31]=1.ClCCCl>>[CH3:1][O:2][C:3]1[CH:8]=[C:7]([CH3:9])[C:6]([S:10]([N:13]([CH3:28])[CH2:14][C:15]2[O:16][C:17]([C:20]([N:22]3[CH2:23][CH2:24][N:25]([CH2:40][C:32]4[CH:31]=[N:30][C:39]5[C:34]([CH:33]=4)=[CH:35][CH:36]=[CH:37][CH:38]=5)[CH2:26][CH2:27]3)=[O:21])=[N:18][N:19]=2)(=[O:11])=[O:12])=[C:5]([CH3:29])[CH:4]=1. Procedure details: The title compound was prepared according to general procedure CD using 4-methoxy-N,2,6-trimethyl-N-{[5-(piperazin-1-ylcarbonyl)-1,3,4-oxadiazol-2-yl]methyl}benzenesulfonamide (42 mg, 0.10 mmol), quinoline-3-carbaldehyde (18 mg, 0.12 mmol), STAB (42 mg, 0.2 mmol) DCE (0.8 mL) and a few 4 Å molecular sieves. The crude product was purified using prep method D.